Dataset: the Open Reaction Database (ORD), a public repository of structured organic reaction records. Task: describe an organic reaction: reactants, conditions, products, and yield The reactants are Cl.NO (Hydroxylamine hydrochloride), C(C)(=O)[O-].[Na+] (sodium acetate), S(=O)(=O)([O-])[O-].[Mg+2] (magnesium sulphate), FC(C=1C=C(C=C(C1)C(F)(F)F)[C@H](C)N(C(=O)N1[C@H](CC(CC1)=O)C1=C(C=C(C=C1)F)C)C)(F)F (2-(R)-(4-Fluoro-2-methyl-phenyl)-4-oxo-piperidine-1-carboxylic acid, [1-(S)-(3,5-bis-trifluoromethyl-phenyl)-ethyl]-methylamide). The solvent is CO (MeOH). The product is FC(C=1C=C(C=C(C1)C(F)(F)F)[C@H](C)N(C(=O)N1[C@H](C\C(\CC1)=N/O)C1=C(C=C(C=C1)F)C)C)(F)F ((Z)-2-(R)-(4-Fluoro-2-methyl-phenyl)-4-hydroxyimino-piperidine-1-carboxylic acid, [1-(S)-(3,5-bis-trifluoromethyl-phenyl)-ethyl]-methylamide). RXN SMILES: Cl.[NH2:2][OH:3].C([O-])(=O)C.[Na+].S([O-])([O-])(=O)=O.[Mg+2].[F:15][C:16]([F:49])([F:48])[C:17]1[CH:18]=[C:19]([C@@H:27]([N:29]([CH3:47])[C:30]([N:32]2[CH2:37][CH2:36][C:35](=O)[CH2:34][C@@H:33]2[C:39]2[CH:44]=[CH:43][C:42]([F:45])=[CH:41][C:40]=2[CH3:46])=[O:31])[CH3:28])[CH:20]=[C:21]([C:23]([F:26])([F:25])[F:24])[CH:22]=1>CO>[F:49][C:16]([F:15])([F:48])[C:17]1[CH:18]=[C:19]([C@@H:27]([N:29]([CH3:47])[C:30]([N:32]2[CH2:37][CH2:36]/[C:35](=[N:2]/[OH:3])/[CH2:34][C@@H:33]2[C:39]2[CH:44]=[CH:43][C:42]([F:45])=[CH:41][C:40]=2[CH3:46])=[O:31])[CH3:28])[CH:20]=[C:21]([C:23]([F:26])([F:24])[F:25])[CH:22]=1 |f:0.1,2.3,4.5|. Reported procedure: Hydroxylamine hydrochloride (695 mg), sodium acetate (820 mg) and dry magnesium sulphate (500 mg) were added to a solution of intermediate 5b (500 mg) in dry MeOH (50 mL) under a Nitrogen atmosphere. The reactants are CC(C)(C)OC(=O)N1CCC(Oc2ccc(Oc3ccccc3)cc2)C(O)C1, COCCBr, [H-], [Na+], CN(C)C=O, O. Product: COCCOC1CN(C(=O)OC(C)(C)C)CCC1Oc1ccc(Oc2ccccc2)cc1. As a reaction SMILES: [C:1]([CH3:2])([CH3:3])([CH3:4])[O:5][C:6](=[O:7])[N:8]1[CH2:9][CH:10]([OH:28])[CH:11]([O:14][c:15]2[cH:16][cH:17][c:18]([O:21][c:22]3[cH:23][cH:24][cH:25][cH:26][cH:27]3)[cH:19][cH:20]2)[CH2:12][CH2:13]1.[CH3:31][O:32][CH2:33][CH2:34][Br:35].[H-:29].[Na+:30].[O:37]=[CH:38][N:39]([CH3:40])[CH3:41].[OH2:36]>>[C:1]([CH3:2])([CH3:3])([CH3:4])[O:5][C:6](=[O:7])[N:8]1[CH2:9][CH:10]([O:28][CH2:34][CH2:33][O:32][CH3:31])[CH:11]([O:14][c:15]2[cH:16][cH:17][c:18]([O:21][c:22]3[cH:23][cH:24][cH:25][cH:26][cH:27]3)[cH:19][cH:20]2)[CH2:12][CH2:13]1. Reaction SMILES: [CH3:1][CH2:2][N:3]=[C:4]=[N:5][CH2:6][CH2:7][CH2:8][N:9]([CH3:10])[CH3:11].[CH3:24][O:25][C:26](=[O:27])[c:28]1[cH:29][c:30]([C:31](=[O:32])[OH:33])[cH:34][cH:35][cH:36]1.[CH:60]([N:61]([CH2:62][CH3:63])[CH:64]([CH3:65])[CH3:66])([CH3:67])[CH3:68].[Cl:69][CH2:70][Cl:71].[ClH:12].[NH2:37][CH:38]([CH:39]([CH2:40][NH:41][CH2:42][c:43]1[cH:44][n:45][cH:46][c:47]([CH:49]([CH3:50])[CH3:51])[cH:48]1)[OH:52])[CH2:53][c:54]1[cH:55][cH:56][cH:57][cH:58][cH:59]1.[OH2:23].[OH:13][n:14]1[c:15]2[c:16]([cH:17][cH:18][cH:19][cH:20]2)[n:21][n:22]1>>[CH3:24][O:25][C:26](=[O:27])[c:28]1[cH:29][c:30]([C:31](=[O:33])[NH:37][CH:38]([CH:39]([CH2:40][NH:41][CH2:42][c:43]2[cH:44][n:45][cH:46][c:47]([CH:49]([CH3:50])[CH3:51])[cH:48]2)[OH:52])[CH2:53][c:54]2[cH:55][cH:56][cH:57][cH:58][cH:59]2)[cH:34][cH:35][cH:36]1. Product: COC(=O)c1cccc(C(=O)NC(Cc2ccccc2)C(O)CNCc2cncc(C(C)C)c2)c1. Starting materials: CCN=C=NCCCN(C)C, COC(=O)c1cccc(C(=O)O)c1, CCN(C(C)C)C(C)C, ClCCl, Cl, CC(C)c1cncc(CNCC(O)C(N)Cc2ccccc2)c1, O, On1nnc2ccccc21. The reactants are ClC1=CC=NC2=C1N=CN2 (7-Chloro-3H-imidazo[4,5]pyridine), [C@@H]1([C@H](O)[C@H](O)[C@@H](CO)O1)N1C(=O)NC(=O)C=C1 (uridine), purine nucleoside, [C@@H]1([C@H](O)[C@H](O)[C@@H](CO)O1)N1C(=O)NC(=O)C=C1 (uridine). The solvent is P(=O)([O-])([O-])[O-].[K+].[K+].[K+] (potassium phosphate). Product: N1=CNC2=NC=CC=C21 (3H-imidazo[4,5-b]pyridine). RXN SMILES: Cl[C:2]1[C:7]2[N:8]=[CH:9][NH:10][C:6]=2[N:5]=[CH:4][CH:3]=1.[C@@H]1(N2C=CC(=O)NC2=O)O[C@H](CO)[C@@H](O)[C@H]1O>P([O-])([O-])([O-])=O.[K+].[K+].[K+]>[N:8]1[C:7]2[C:6](=[N:5][CH:4]=[CH:3][CH:2]=2)[NH:10][CH:9]=1 |f:2.3.4.5|. Procedure: 7-Chloro-3H-imidazo[4,5]pyridine (0.013 mole, 2 g) and uridine (0.014 mole, 3.4 g), were suspended in 32.3 ml of 0.01M potassium phosphate, pH 7.4. The enzyme catalysts purine nucleoside phosphorylase (970 units) and uridine phosphorylase (150 units) were added and the suspension mixed for two days at 37° C. The reaction was filtered and the filtrate lyophilized. The cake was extracted three times with acetone. These filtrates were combined and solvent removed in vacuo. The lyophilized powder wa...